From a dataset of the Open Reaction Database (ORD), a public repository of structured organic reaction records. describe an organic reaction: reactants, conditions, products, and yield The reactants are C(C)(C)(C)[C@@H]1CC[C@H](CC1)C(C1=CC=C(C(=O)O)C=C1)NC(=O)NC1=CC=C(C=C1)OC(F)(F)F (4-[1-(trans-4-tert-Butylcyclohexyl)-3-(4-trifluoromethoxyphenyl)ureidomethyl]benzoic acid), ON1N=NC2=C1C=CC=C2 (1-hydroxybenzotriazole), CN(CCCN=C=NCC)C (1-(3-dimethylaminopropyl)-3-ethylcarbodiimide), C(C)(C)N(CC)C(C)C (diisopropylethylamine), Cl.C(C)OC(CCN)=O (3-aminopropionic acid ethyl ester, hydrochloride). The solvent is O (water), C(C)(=O)OCC (Ethyl acetate), CN(C)C=O (DMF), CN(C)C=O (DMF). Conditions: temperature 20 celsius, time 16 hour. The product is C(C)OC(CCNC(C1=CC=C(C=C1)C([C@@H]1CC[C@H](CC1)C(C)(C)C)NC(=O)NC1=CC=C(C=C1)OC(F)(F)F)=O)=O (3-{4-[1-(trans-4-tert -butylcyclohexyl)-3-(4-trifluoromethoxyphenyl)ureidomethyl]benzoylamino}propionic Acid Ethyl Ester). RXN SMILES: [C:1]([C@H:5]1[CH2:10][CH2:9][C@H:8]([CH:11]([NH:21][C:22]([NH:24][C:25]2[CH:30]=[CH:29][C:28]([O:31][C:32]([F:35])([F:34])[F:33])=[CH:27][CH:26]=2)=[O:23])[C:12]2[CH:20]=[CH:19][C:15]([C:16](O)=[O:17])=[CH:14][CH:13]=2)[CH2:7][CH2:6]1)([CH3:4])([CH3:3])[CH3:2].ON1C2C=CC=CC=2N=N1.CN(C)CCCN=C=NCC.C(N(C(C)C)CC)(C)C.Cl.[CH2:67]([O:69][C:70](=[O:74])[CH2:71][CH2:72][NH2:73])[CH3:68]>CN(C=O)C.O.C(OCC)(=O)C>[CH2:67]([O:69][C:70](=[O:74])[CH2:71][CH2:72][NH:73][C:16](=[O:17])[C:15]1[CH:19]=[CH:20][C:12]([CH:11]([NH:21][C:22]([NH:24][C:25]2[CH:30]=[CH:29][C:28]([O:31][C:32]([F:34])([F:35])[F:33])=[CH:27][CH:26]=2)=[O:23])[C@H:8]2[CH2:9][CH2:10][C@H:5]([C:1]([CH3:2])([CH3:3])[CH3:4])[CH2:6][CH2:7]2)=[CH:13][CH:14]=1)[CH3:68] |f:4.5|. Procedure: 4-[1-(trans-4-tert-Butylcyclohexyl)-3-(4-trifluoromethoxyphenyl)ureidomethyl]benzoic acid (2.0 g, 4.1 mmol), 1-hydroxybenzotriazole (0.6 g, 4.3 mmol) and 1-(3-dimethylaminopropyl)-3-ethylcarbodiimide (0.8 g, 4.3 mmol) were dissolved in DMF (40 mL). A solution of diisopropylethylamine (0.5 g, 4.1 mmol) and 3-aminopropionic acid ethyl ester, hydrochloride (0.4 g, 4.3 mmol) in DMF (10 mL) was added and the reaction mixture was stirred for 16 hours at 20° C. Ethyl acetate (150 mL) and water (100 mL)... Product: COc1ccc(O)c(C2(SC)Sc3ccccc3N(C)C2=O)c1. Reactants: CS, COc1ccc(O)c(C2(Cl)Sc3ccccc3N(C)C2=O)c1, C1CCOC1. RXN SMILES: [CH3:23][SH:24].[Cl:1][C:2]1([c:14]2[c:15]([OH:22])[cH:16][cH:17][c:18]([O:20][CH3:21])[cH:19]2)[S:3][c:4]2[c:5]([cH:10][cH:11][cH:12][cH:13]2)[N:6]([CH3:9])[C:7]1=[O:8].[O:25]1[CH2:26][CH2:27][CH2:28][CH2:29]1>>[C:2]1([c:14]2[c:15]([OH:22])[cH:16][cH:17][c:18]([O:20][CH3:21])[cH:19]2)([S:24][CH3:23])[S:3][c:4]2[c:5]([cH:10][cH:11][cH:12][cH:13]2)[N:6]([CH3:9])[C:7]1=[O:8]. Reactants: O=C([O-])O, C1COCCO1, CCOC(=O)c1cc2cccnc2n(C)c1=O, [Li+], [Na+], [OH-], O, O. The product is Cn1c(=O)c(C(=O)O)cc2cccnc21. Reaction SMILES: [C:22](=[O:23])([O-:24])[OH:25].[CH2:27]1[O:28][CH2:29][CH2:30][O:31][CH2:32]1.[CH3:1][n:2]1[c:3](=[O:17])[c:4]([C:12](=[O:13])[O:14][CH2:15][CH3:16])[cH:5][c:6]2[cH:7][cH:8][cH:9][n:10][c:11]12.[Li+:20].[Na+:26].[OH-:19].[OH2:18].[OH2:21]>>[CH3:1][n:2]1[c:3](=[O:17])[c:4]([C:12](=[O:13])[OH:14])[cH:5][c:6]2[cH:7][cH:8][cH:9][n:10][c:11]12. The reactants are solution, II (iodine), [Mg] (magnesium), BrC1=CC2=C(SC=C2)C=C1 (5-bromobenzo[b]thiophene), BrC1=CC2=C(S1)C=CC=C2 (bromobenzo[b]thiophene), CON(C(C)=O)C (N-methoxy-N-methylacetamide). Run in O1CCCC1 (tetrahydrofuran), O1CCCC1 (tetrahydrofuran), O1CCCC1 (tetrahydrofuran). Reaction conditions: time 30 minute. The product is S1C2=C(C=C1)C=C(C=C2)C(C)=O (1-(benzo[b]thiophen-5-yl]ethan-1-one). As a reaction SMILES: Br[C:2]1[CH:10]=[CH:9][C:5]2[S:6][CH:7]=[CH:8][C:4]=2[CH:3]=1.[Mg].II.BrC1SC2C=CC=CC=2C=1.CON(C)[C:27](=[O:29])[CH3:28]>O1CCCC1>[S:6]1[CH:7]=[CH:8][C:4]2[CH:3]=[C:2]([C:27](=[O:29])[CH3:28])[CH:10]=[CH:9][C:5]1=2. Reported procedure: Approximately 1 ml of a solution of 5-bromobenzo[b]thiophene (6.6 g; prepared in a manner similar to that described in Example 21) in tetrahydrofuran (35 ml) was added under nitrogen to a mixture of magnesium turnings (0.8 g), tetrahydrofuran (7 ml) and a few small crystals of iodine, heat was applied to initiate the reaction, then the remainder of the bromobenzo[b]thiophene solution was added at reflux temperature over 20 minutes. When the addition was complete, the mixture was heated under ref... The reactants are COC([C@H](CCCC(C)(OC)OC)C)=O ((S)-6,6-dimethoxy-2-methylheptanoic acid methyl ester), [BH4-].[Li+] (lithium borohydride). Solvent: C1CCOC1 (THF), C1CCOC1 (THF). Conditions: temperature 55 celsius. Yields the product COC(CCC[C@@H](CO)C)(C)OC ((S)-6,6-dimethoxy-2-methylheptanol). RXN SMILES: C[O:2][C:3](=O)[C@@H:4]([CH3:14])[CH2:5][CH2:6][CH2:7][C:8]([O:12][CH3:13])([O:10][CH3:11])[CH3:9].[BH4-].[Li+]>C1COCC1>[CH3:13][O:12][C:8]([O:10][CH3:11])([CH3:9])[CH2:7][CH2:6][CH2:5][C@H:4]([CH3:14])[CH2:3][OH:2] |f:1.2|. Procedure: A solution prepared by dissolving 5.13 g (content 96.2%, 22.6 mmol) of (S)-6,6-dimethoxy-2-methylheptanoic acid methyl ester in 10 g of THF was dropped at room temperature into a suspension prepared by adding 15 g of THF to 0.65 g (content 90%, 26.6 mmol) of lithium borohydride. Next, the reaction mixture was heated up to 55° C., and reacted at the same temperature for 9 hours, to give (S)-6,6-dimethoxy-2-methylheptanol. Next, into this reaction mixture, 7.32 g of methanol was dropped at room te... Reactants: CO, COc1cc2c(cc1OC)C(C=Cc1ccc([N+](=O)[O-])cc1)=NN=C(C)C2, NN, O. Product: COc1cc2c(cc1OC)C(C=Cc1ccc(N)cc1)=NN=C(C)C2. RXN SMILES: [CH3:31][OH:32].[N+:1]([O-:2])(=[O:3])[c:4]1[cH:5][cH:6][c:7]([CH:8]=[CH:9][C:10]2=[N:11][N:12]=[C:13]([CH3:25])[CH2:14][c:15]3[c:16]2[cH:17][c:18]([O:23][CH3:24])[c:19]([O:21][CH3:22])[cH:20]3)[cH:26][cH:27]1.[NH2:29][NH2:30].[OH2:28]>>[NH2:1][c:4]1[cH:5][cH:6][c:7]([CH:8]=[CH:9][C:10]2=[N:11][N:12]=[C:13]([CH3:25])[CH2:14][c:15]3[c:16]2[cH:17][c:18]([O:23][CH3:24])[c:19]([O:21][CH3:22])[cH:20]3)[cH:26][cH:27]1. Reactants: ClCCl, Nc1ccccc1, Clc1nc(-n2cnc3ccccc32)c2nc[nH]c2n1. Product: c1ccc(Nc2nc(-n3cnc4ccccc43)c3nc[nH]c3n2)cc1. Reaction SMILES: [CH2:27]([Cl:28])[Cl:29].[NH2:20][c:21]1[cH:22][cH:23][cH:24][cH:25][cH:26]1.[n:1]1(-[c:10]2[c:11]3[n:12][cH:13][nH:14][c:15]3[n:16][c:17]([Cl:19])[n:18]2)[cH:2][n:3][c:4]2[c:5]1[cH:6][cH:7][cH:8][cH:9]2>>[n:1]1(-[c:10]2[c:11]3[n:12][cH:13][nH:14][c:15]3[n:16][c:17]([NH:20][c:21]3[cH:22][cH:23][cH:24][cH:25][cH:26]3)[n:18]2)[cH:2][n:3][c:4]2[c:5]1[cH:6][cH:7][cH:8][cH:9]2. The reactants are OC=1C=CC(=C(CO)C1)[N+](=O)[O-] (5-hydroxy-2-nitrobenzyl alcohol), C(C)(C)I (isopropyl iodide). Yields the product [N+](=O)([O-])C1=C(CO)C=C(C=C1)OC(C)C (2-Nitro-5-(2-propyloxy)benzyl alcohol). As a reaction SMILES: [OH:1][C:2]1[CH:3]=[CH:4][C:5]([N+:10]([O-:12])=[O:11])=[C:6]([CH:9]=1)[CH2:7][OH:8].[CH:13](I)([CH3:15])[CH3:14]>>[N+:10]([C:5]1[CH:4]=[CH:3][C:2]([O:1][CH:13]([CH3:15])[CH3:14])=[CH:9][C:6]=1[CH2:7][OH:8])([O-:12])=[O:11]. Procedure details: 10 g (60 mmol) of 5-hydroxy-2-nitrobenzyl alcohol were reacted with 7.0 ml (70 mmol) of isopropyl iodide analogously to Example 4a); after purification over silica gel with n-heptane/ethyl acetate (3:2), 10.3 g of oily crude product.